This data is from the Open Reaction Database (ORD), a public repository of structured organic reaction records. The task is: describe an organic reaction: reactants, conditions, products, and yield The product is O1CC(=CC=C1)OC=1COC=CC1 (3-pyranyl ether). RXN SMILES: C#C[CH:3]([OH:9])[CH2:4][CH2:5][CH2:6][CH2:7]C.[O:10]1[CH:15]=[CH:14][CH2:13][CH2:12][CH2:11]1.C1(C)C=CC(S(O)(=O)=[O:23])=CC=1>>[O:10]1[CH:11]=[CH:12][CH:13]=[C:14]([O:23][C:6]2[CH2:7][O:9][CH:3]=[CH:4][CH:5]=2)[CH2:15]1. Reactants: C#CC(CCCCC)O (1-octyn-3-ol), O1CCCC=C1 (dihydropyran), C1(=CC=C(C=C1)S(=O)(=O)O)C (p-toluenesulfonic acid). Reported procedure: Typically, 1-octyn-3-ol is allowed to react with dihydropyran in the presence of a catalytic amount of p-toluenesulfonic acid to form the 3-pyranyl ether. 3-(tetrahydropyran-2-yl)oxy-1-octyne. That material is treated with diisobutyl aluminum hydride, then with iodine, to yield the corresponding iodo-octene, 3-(tetrahydropyran- 2-yl)oxy-1-iodo-1-octene. Magnesium metal, activated with mercuric chloride, is added to the iodo-octene and that addition is followed by the addition of cuprous iodide t... Starting materials: CCOC(C)=O, Cc1ccc2[nH]cnc2c1, O=C(O)C(F)(F)F, [Na+], O=C([O-])O, O=C1CCC(=O)N1I. Yields the product c1ccc2[nH]cnc2c1. As a reaction SMILES: [CH3:19][CH2:20][O:21][C:22]([CH3:23])=[O:24].[CH3:1][c:2]1[cH:3][c:4]2[c:5]([nH:6][cH:7][n:8]2)[cH:9][cH:10]1.[F:30][C:31]([F:32])([F:33])[C:34]([OH:35])=[O:36].[Na+:29].[O-:25][C:26]([OH:27])=[O:28].[O:11]=[C:12]1[N:13]([I:14])[C:15](=[O:16])[CH2:17][CH2:18]1>>[cH:2]1[cH:3][c:4]2[c:5]([n:6][cH:7][nH:8]2)[cH:9][cH:10]1. Run at time 20 minute. Reactants: C(CS)(=O)O (thioglycolic acid), Cl (hydrochloric acid), [Cl-].C(C)OC=1C=C(C=CC1)[N+]#N (3-ethoxyphenyldiazonium chloride), C(C)OC=1C=C(N)C=CC1 (3-ethoxyaniline). Run in O (water). The reagents and catalysts are S(=O)(=O)([O-])[O-].[Cu+2] (copper sulphate). As a reaction SMILES: [C:1]([OH:5])(=[O:4])[CH2:2][SH:3].[Cl-].[CH2:7]([O:9][C:10]1[CH:11]=[C:12]([N+]#N)[CH:13]=[CH:14][CH:15]=1)[CH3:8].C(OC1C=C(C=CC=1)N)C.Cl>O.S([O-])([O-])(=O)=O.[Cu+2]>[CH2:7]([O:9][C:10]1[CH:15]=[C:14]([CH:2]([SH:3])[C:1]([OH:5])=[O:4])[CH:13]=[CH:12][CH:11]=1)[CH3:8] |f:1.2,6.7|. Product: C(C)OC=1C=C(C=CC1)C(C(=O)O)S (3-ethoxyphenylthioglycolic acid). Procedure: 32.2 g of thioglycolic acid and 56.4 g of crystalline copper sulphate are stirred for 30 minutes in 250 ml of water. Then an aqueous solution of 3-ethoxyphenyldiazonium chloride, prepared according to Example 1(a) from 34.3 g of 3-ethoxyaniline, is allowed to run in at 25° C. in 20 minutes. After a further 40 minutes' stirring, 64 ml of 36% strength hydrochloric acid are added. The mixture is stirred for 1 hour at 40°-50° C., filtered hot with suction and washed with 5% strength hydrochloric aci... Starting materials: 4-N,N'-dimethylaminopyridine, C(CCCC)C1=CC=C(C=C1)C1=C(C(=C(C=C1)O)F)F (4'-pentyl-2,3-difluorobiphenyl-4-ol), C(CCCC)[C@@H]1CC[C@H](CC1)C(=O)O (trans-4-n-pentyl-cyclohexanecarboxylic acid), C1(CCCCC1)N=C=NC1CCCCC1 (dicyclohexylcarbodiimide). Run in C(Cl)Cl (CH2Cl2), C(Cl)Cl (CH2Cl2). Conditions: time 12 hour. The product is C(CCCC)[C@@H]1CC[C@H](CC1)C(=O)OC1=C(C(=C(C=C1)C1=CC=C(C=C1)CCCCC)F)F (4'-Pentyl-2,3-difluorobiphenyl-4-yl trans-4-n-Pentylcyclohexanecarboxylate). As a reaction SMILES: C1(N=C=NC2CCCCC2)CCCCC1.[CH2:16]([C:21]1[CH:26]=[CH:25][C:24]([C:27]2[CH:32]=[CH:31][C:30]([OH:33])=[C:29]([F:34])[C:28]=2[F:35])=[CH:23][CH:22]=1)[CH2:17][CH2:18][CH2:19][CH3:20].[CH2:36]([C@H:41]1[CH2:46][CH2:45][C@H:44]([C:47](O)=[O:48])[CH2:43][CH2:42]1)[CH2:37][CH2:38][CH2:39][CH3:40]>C(Cl)Cl>[CH2:36]([C@H:41]1[CH2:42][CH2:43][C@H:44]([C:47]([O:33][C:30]2[CH:31]=[CH:32][C:27]([C:24]3[CH:23]=[CH:22][C:21]([CH2:16][CH2:17][CH2:18][CH2:19][CH3:20])=[CH:26][CH:25]=3)=[C:28]([F:35])[C:29]=2[F:34])=[O:48])[CH2:45][CH2:46]1)[CH2:37][CH2:38][CH2:39][CH3:40]. Procedure: 0.1 mol of dicyclohexylcarbodiimide (DCC) dissolved in CH2Cl2 is added to 0.1 mol of 4'-pentyl-2,3-difluorobiphenyl-4-ol (which can be prepared from 4'-pentyl-2,3-difluoro-4-methoxy-biphenyl by ether cleavage with HBr/glacial acetic acid), 0.1 mol of trans-4-n-pentyl-cyclohexanecarboxylic acid and a catalytic amount of 4-N,N'-dimethylaminopyridine (DMAP) in 300 ml of CH2Cl2 at 0° C., with exclusion of moisture. The mixture is then stirred at room temperature for 12 hours, the dicyclohexylurea wh... Reactants: C1CCOC1, COC(=O)C(CC(C)C)c1cc(-c2ccc(C(F)(F)F)cc2)cc(N2CCc3ccccc32)c1, CO, Cl, [Li+], [OH-]. Yields the product CC(C)CC(C(=O)O)c1cc(-c2ccc(C(F)(F)F)cc2)cc(N2CCc3ccccc32)c1. RXN SMILES: [CH2:40]1[O:41][CH2:42][CH2:43][CH2:44]1.[CH3:1][O:2][C:3]([CH:4]([CH2:5][CH:6]([CH3:7])[CH3:8])[c:9]1[cH:10][c:11](-[c:24]2[cH:25][cH:26][c:27]([C:30]([F:31])([F:32])[F:33])[cH:28][cH:29]2)[cH:12][c:13]([N:15]2[CH2:16][CH2:17][c:18]3[cH:19][cH:20][cH:21][cH:22][c:23]32)[cH:14]1)=[O:34].[CH3:35][OH:36].[ClH:39].[Li+:38].[OH-:37]>>[O:2]=[C:3]([CH:4]([CH2:5][CH:6]([CH3:7])[CH3:8])[c:9]1[cH:10][c:11](-[c:24]2[cH:25][cH:26][c:27]([C:30]([F:31])([F:32])[F:33])[cH:28][cH:29]2)[cH:12][c:13]([N:15]2[CH2:16][CH2:17][c:18]3[cH:19][cH:20][cH:21][cH:22][c:23]32)[cH:14]1)[OH:34]. Reactants: [Br-], [Br-], [Br-], CC(=O)c1ccc(OC(=O)c2ccccc2)cc1, CCCC[N+](CCCC)(CCCC)CCCC, CCCC[N+](CCCC)(CCCC)CCCC, CCCC[N+](CCCC)(CCCC)CCCC, CO. The product is O=C(CBr)c1ccc(OC(=O)c2ccccc2)cc1. RXN SMILES: [Br-:19].[Br-:20].[Br-:21].[C:1]([c:2]1[cH:3][cH:4][cH:5][cH:6][cH:7]1)(=[O:8])[O:9][c:10]1[cH:11][cH:12][c:13]([C:16]([CH3:17])=[O:18])[cH:14][cH:15]1.[CH2:22]([N+:23]([CH2:24][CH2:25][CH2:26][CH3:27])([CH2:28][CH2:29][CH2:30][CH3:31])[CH2:32][CH2:33][CH2:34][CH3:35])[CH2:36][CH2:37][CH3:38].[CH2:39]([N+:40]([CH2:41][CH2:42][CH2:43][CH3:44])([CH2:45][CH2:46][CH2:47][CH3:48])[CH2:49][CH2:50][CH2:51][CH3:52])[CH2:53][CH2:54][CH3:55].[CH2:56]([N+:57]([CH2:58][CH2:59][CH2:60][CH3:61])([CH2:62][CH2:63][CH2:64][CH3:65])[CH2:66][CH2:67][CH2:68][CH3:69])[CH2:70][CH2:71][CH3:72].[CH3:73][OH:74]>>[C:1]([c:2]1[cH:3][cH:4][cH:5][cH:6][cH:7]1)(=[O:8])[O:9][c:10]1[cH:11][cH:12][c:13]([C:16]([CH2:17][Br:19])=[O:18])[cH:14][cH:15]1. RXN SMILES: [BH4-].[Na+].[Br:3][C:4]1[CH:25]=[CH:24][C:7]([O:8][C:9]2[CH:14]=[CH:13][C:12]([C:15](=[O:22])[CH2:16][N:17]3[CH:21]=[N:20][CH:19]=[N:18]3)=[C:11]([Cl:23])[CH:10]=2)=[CH:6][CH:5]=1.Cl.C(=O)([O-])O.[Na+]>CO>[Br:3][C:4]1[CH:5]=[CH:6][C:7]([O:8][C:9]2[CH:14]=[CH:13][C:12]([CH:15]([OH:22])[CH2:16][N:17]3[CH:21]=[N:20][CH:19]=[N:18]3)=[C:11]([Cl:23])[CH:10]=2)=[CH:24][CH:25]=1 |f:0.1,4.5|. Product: BrC1=CC=C(OC2=CC(=C(C=C2)C(CN2N=CN=C2)O)Cl)C=C1 (2-[4-(4-bromophenoxy)-2-chlorophenyl]-1-(1H-1,2,4-triazol-1-yl)-ethan-2-ol). Run in CO (methanol). Procedure details: While stirring and passing a current of nitrogen through the reaction mixture, 0.56 g (14.7 mmol) of sodium borohydride is added in portions at room temperature and within a period of 15 minutes to a solution of 5.8 g (14.7 mmol) of 2-[4-(4-bromophenoxy)-2-chlorophenyl]-1-(1H-1,2,4-triazol-1-yl)-ethan-2-one in 40 ml of methanol. The temperature of the reaction mixture rises from 22° to 38°. When the addition is complete, stirring is continued for a further 4 hours at room temperature and then 2.... Reactants: [BH4-].[Na+] (sodium borohydride), BrC1=CC=C(OC2=CC(=C(C=C2)C(CN2N=CN=C2)=O)Cl)C=C1 (2-[4-(4-bromophenoxy)-2-chlorophenyl]-1-(1H-1,2,4-triazol-1-yl)-ethan-2-one), C(O)([O-])=O.[Na+] (sodium hydrogen carbonate), Cl (hydrochloric acid). Isolated yield 94.8%. Run at time 4 hour. Starting materials: NCCC1=CC=C(OC2=CC=C(C=C2)NC(C)=O)C=C1 (N-{4-[4-(2-amino-ethyl)-phenoxy]-phenyl}-acetamide), C(C1=CC=CC=C1)=O (benzaldehyde). The solvent is CO (methanol). Run at time 2 hour. Product: C(C1=CC=CC=C1)NCCC1=CC=C(OC2=CC=C(C=C2)NC(C)=O)C=C1 (N-{4-[4-(2-benzylamino-ethyl)-phenoxy]-phenyl}-acetamide). The yield is 45.7%. As a reaction SMILES: [NH2:1][CH2:2][CH2:3][C:4]1[CH:20]=[CH:19][C:7]([O:8][C:9]2[CH:14]=[CH:13][C:12]([NH:15][C:16](=[O:18])[CH3:17])=[CH:11][CH:10]=2)=[CH:6][CH:5]=1.[CH:21](=O)[C:22]1[CH:27]=[CH:26][CH:25]=[CH:24][CH:23]=1>CO>[CH2:21]([NH:1][CH2:2][CH2:3][C:4]1[CH:20]=[CH:19][C:7]([O:8][C:9]2[CH:14]=[CH:13][C:12]([NH:15][C:16](=[O:18])[CH3:17])=[CH:11][CH:10]=2)=[CH:6][CH:5]=1)[C:22]1[CH:27]=[CH:26][CH:25]=[CH:24][CH:23]=1. Procedure: Combine N-{4-[4-(2-amino-ethyl)-phenoxy]-phenyl}-acetamide (100 mg, 0.37 mmol), benzaldehyde (47 mg, 0.44 mmol), 3 Å molecular sieves (300 mg), and methanol (3 mL) and stir overnight at room temperature. Filter off the sieves then add sodium borohydride (28 mg) to the reaction and stirred at room temperature for 2 hours. Concentrate on a rotary evaporator and purified by radial chromatography on silica gel eluting with 10% conc. ammonium hydroxide in ethanol and chloroform to yield N-{4-[4-(2-be... Reaction SMILES: [S:1]1[C:5]2[CH:6]=[CH:7][C:8]([CH:10]([C:17]3[C:25]4[C:20](=[C:21]([CH2:26][S:27][CH3:28])[CH:22]=[CH:23][CH:24]=4)[NH:19][CH:18]=3)[CH2:11][C:12](OCC)=[O:13])=[CH:9][C:4]=2[CH:3]=[CH:2]1.ClC1C=CC(C(C2C3C(=C(CSC)C(F)=CC=3)NC=2)CCO)=CC=1>>[S:1]1[C:5]2[CH:6]=[CH:7][C:8]([CH:10]([C:17]3[C:25]4[C:20](=[C:21]([CH2:26][S:27][CH3:28])[CH:22]=[CH:23][CH:24]=4)[NH:19][CH:18]=3)[CH2:11][CH2:12][OH:13])=[CH:9][C:4]=2[CH:3]=[CH:2]1. Starting materials: S1C=CC2=C1C=CC(=C2)C(CC(=O)OCC)C2=CNC1=C(C=CC=C21)CSC (Ethyl 3-(1-benzothiophen-5-yl)-3-{7-[(methylsulfanyl)methyl]-1H-indol-3-yl}propanoate), ClC1=CC=C(C=C1)C(CCO)C1=CNC2=C(C(=CC=C12)F)CSC (3-(4-Chlorophenyl)-3-{6-fluoro-7-[(methylsulfanyl)methyl]-1H-indol-3-yl}propan-1-ol). Reported procedure: The title compound was prepared starting from 1.17 g (2.87 mmol) of the compound from Example 49A in analogy to the synthesis of the compound from Example 16. 0.93 g (88% of theory) of the title compound were obtained. Product: S1C=CC2=C1C=CC(=C2)C(CCO)C2=CNC1=C(C=CC=C21)CSC (3-(1-Benzothiophen-5-yl)-3-{7-[(methylsulfanyl)methyl]-1H-indol-3-yl}propan-1-ol). The reactants are Cc1nc(C(N)CC2CC2)no1, O=C(O)c1ccc(N2CC(F)(F)C2)c(-c2cccc(Cl)c2)n1. Yields the product Cc1nc(C(CC2CC2)NC(=O)c2ccc(N3CC(F)(F)C3)c(-c3cccc(Cl)c3)n2)no1. RXN SMILES: [CH:23]1([CH2:26][CH:27]([c:28]2[n:29][o:30][c:31]([CH3:33])[n:32]2)[NH2:34])[CH2:24][CH2:25]1.[Cl:1][c:2]1[cH:3][c:4](-[c:8]2[c:9]([N:17]3[CH2:18][C:19]([F:21])([F:22])[CH2:20]3)[cH:10][cH:11][c:12]([C:14](=[O:15])[OH:16])[n:13]2)[cH:5][cH:6][cH:7]1>>[Cl:1][c:2]1[cH:3][c:4](-[c:8]2[c:9]([N:17]3[CH2:18][C:19]([F:21])([F:22])[CH2:20]3)[cH:10][cH:11][c:12]([C:14](=[O:15])[NH:34][CH:27]([CH2:26][CH:23]3[CH2:24][CH2:25]3)[c:28]3[n:29][o:30][c:31]([CH3:33])[n:32]3)[n:13]2)[cH:5][cH:6][cH:7]1.